This data is from the Open Reaction Database (ORD), a public repository of structured organic reaction records. The task is: describe an organic reaction: reactants, conditions, products, and yield The reactants are C=C(C)Br, BrCCBr, [Cl-], [NH4+], O, Cc1ccccc1C, OCCCC=Cc1ccccc1. Product: C=C(C)C(O)CCC=Cc1ccccc1. Reaction SMILES: [Br:5][C:6](=[CH2:7])[CH3:8].[CH2:1]([Br:2])[CH2:3][Br:4].[Cl-:21].[NH4+:22].[OH2:23].[c:24]1([CH3:25])[c:26]([CH3:27])[cH:28][cH:29][cH:30][cH:31]1.[c:9]1([CH:15]=[CH:16][CH2:17][CH2:18][CH2:19][OH:20])[cH:10][cH:11][cH:12][cH:13][cH:14]1>>[C:6](=[CH2:7])([CH3:8])[CH:19]([CH2:18][CH2:17][CH:16]=[CH:15][c:9]1[cH:10][cH:11][cH:12][cH:13][cH:14]1)[OH:20]. Procedure: According to a similar procedure to that described in Example 4-(5), 7-fluoro-1(3H)-isobenzofuranone (described in Tetrahedron, 54, 7485 (1998); 1.67 g, 11 mmol) was reacted with an aqueous solution of sodium hydroxide (1.008N; 10.9 ml, 11 mmol), 4-methoxybenzyl chloride (1.57 g, 10 mmol), tetrazole (1.40 g, 20 mmol), bis(allyloxy)(diisopropylamino)phosphine (described in Tetrahedron Lett., 30, 4219 (1989); 3.1 g, 12.6 mmol), and tert-butyl hydroperoxide (80% di-tert-butyl peroxide solution; Mer... The product is C(C=C)OP(=O)(OCC=C)OCC1=C(C(=O)OCC2=CC=C(C=C2)OC)C(=CC=C1)F (4-Methoxybenzyl 2-[[bis(allyloxy)phosphoryl]oxymethyl]-6-flourobenzoate). Solvent: C(C)(=O)OCC (ethyl acetate), CCCCCC (hexane). The yield is 24.0%. Starting materials: FC=1C=CC=C2COC(C12)=O (7-fluoro-1(3H)-isobenzofuranone), [OH-].[Na+] (sodium hydroxide), COC1=CC=C(CCl)C=C1 (4-methoxybenzyl chloride), N1N=NN=C1 (tetrazole), C(C=C)OP(N(C(C)C)C(C)C)OCC=C (bis(allyloxy)(diisopropylamino)phosphine), C(C)(C)(C)OO (tert-butyl hydroperoxide). Reaction SMILES: [F:1][C:2]1[CH:3]=[CH:4][CH:5]=[C:6]2[C:10]=1[C:9](=[O:11])[O:8][CH2:7]2.[OH-:12].[Na+].[CH3:14][O:15][C:16]1[CH:23]=[CH:22][C:19](CCl)=[CH:18][CH:17]=1.N1C=NN=N1.[CH2:29]([O:32][P:33]([O:41][CH2:42][CH:43]=[CH2:44])N(C(C)C)C(C)C)[CH:30]=[CH2:31].[C:45]([O:49]O)(C)(C)C>CCCCCC.C(OCC)(=O)C>[CH2:42]([O:41][P:33]([O:49][CH2:45][C:6]1[CH:5]=[CH:4][CH:3]=[C:2]([F:1])[C:10]=1[C:9]([O:8][CH2:7][C:19]1[CH:18]=[CH:17][C:16]([O:15][CH3:14])=[CH:23][CH:22]=1)=[O:11])([O:32][CH2:29][CH:30]=[CH2:31])=[O:12])[CH:43]=[CH2:44] |f:1.2|. Reactants: CC#N, ClI, [N-]=[N+]=[N-], [Na+], O, C=Cc1cn(CCC(CO)CO)c(=O)[nH]c1=O. Product: [N-]=[N+]=NC(CI)c1cn(CCC(CO)CO)c(=O)[nH]c1=O. RXN SMILES: [CH3:25][C:26]#[N:27].[I:1][Cl:2].[N-:4]=[N+:5]=[N-:6].[Na+:3].[OH2:24].[OH:7][CH2:8][CH:9]([CH2:10][CH2:11][n:12]1[c:13](=[O:14])[nH:15][c:16](=[O:17])[c:18]([CH:20]=[CH2:21])[cH:19]1)[CH2:22][OH:23]>>[I:1][CH2:21][CH:20]([N:4]=[N+:5]=[N-:6])[c:18]1[c:16](=[O:17])[nH:15][c:13](=[O:14])[n:12]([CH2:11][CH2:10][CH:9]([CH2:8][OH:7])[CH2:22][OH:23])[cH:19]1. The reactants are C(C1=CC=CC=C1)S(=O)(=O)Cl (Benzylsulfonylchloride), C(C)(C)(C)OC(=O)N1CCC(CC1)CCOC1=NC(=NC(=C1N)NCC1CCC2(CCC2)CC1)C#N (4-(2-{5-amino-2-cyano-6-[(spiro[3.5]non-7-ylmethyl)amino]pyrimidin-4-yloxy}ethyl)piperidine-1-carboxylic acid t-butyl ester), N1=CC=CC=C1 (pyridine), C(C1=CC=CC=C1)S(=O)(=O)Cl (benzylsulfonylchloride), N1=CC=CC=C1 (pyridine). Reagents/catalysts: CN(C)C=1C=CN=CC1 (DMAP). Run in CCOC(=O)C (AcOEt), C(Cl)Cl (CH2Cl2). Conditions: time 1 hour. Yields the product C(C)(C)(C)OC(=O)N1CCC(CC1)CCOC1=NC(=NC(=C1NS(=O)(=O)CC1=CC=CC=C1)NCC1CCC2(CCC2)CC1)C#N (4-(2-{2-cyano-5-phenylmethanesulfonylamino-6-[(spiro[3.5]non-7-ylmethyl)amino]pyrimidin-4-yloxy}ethyl)piperidine-1-carboxylic acid tert-butyl ester). As a reaction SMILES: [CH2:1]([S:8](Cl)(=[O:10])=[O:9])[C:2]1[CH:7]=[CH:6][CH:5]=[CH:4][CH:3]=1.[C:12]([O:16][C:17]([N:19]1[CH2:24][CH2:23][CH:22]([CH2:25][CH2:26][O:27][C:28]2[C:33]([NH2:34])=[C:32]([NH:35][CH2:36][CH:37]3[CH2:45][CH2:44][C:40]4([CH2:43][CH2:42][CH2:41]4)[CH2:39][CH2:38]3)[N:31]=[C:30]([C:46]#[N:47])[N:29]=2)[CH2:21][CH2:20]1)=[O:18])([CH3:15])([CH3:14])[CH3:13].N1C=CC=CC=1>C(Cl)Cl.CN(C1C=CN=CC=1)C.CCOC(C)=O>[C:12]([O:16][C:17]([N:19]1[CH2:24][CH2:23][CH:22]([CH2:25][CH2:26][O:27][C:28]2[C:33]([NH:34][S:8]([CH2:1][C:2]3[CH:7]=[CH:6][CH:5]=[CH:4][CH:3]=3)(=[O:10])=[O:9])=[C:32]([NH:35][CH2:36][CH:37]3[CH2:45][CH2:44][C:40]4([CH2:43][CH2:42][CH2:41]4)[CH2:39][CH2:38]3)[N:31]=[C:30]([C:46]#[N:47])[N:29]=2)[CH2:21][CH2:20]1)=[O:18])([CH3:15])([CH3:13])[CH3:14]. Procedure details: Benzylsulfonylchloride (0.50 mmol) is added to a solution of 4-(2-{5-amino-2-cyano-6-[(spiro[3.5]non-7-ylmethyl)amino]pyrimidin-4-yloxy}ethyl)piperidine-1-carboxylic acid t-butyl ester (167 mg) and pyridine (0.66 mmol) in CH2Cl2 (3 mL) are added at 0° C. After stirring at room temperature for 1 h, benzylsulfonylchloride (0.50 mmol), pyridine (0.66 mmol) and DMAP (catalytic amount) are added to the reaction mixture again. The reaction mixture is stirred at room temperature for 1 h and diluted wit... Starting materials: ClC1=C(C(=NC2=CC=C(C=C12)C(=O)C1CN(C1)C(=O)OC(C)(C)C)OC)CC1=CC=C(C=C1)C(F)(F)F (tert-butyl 3-(4-chloro-2-methoxy-3-(4-(trifluoromethyl)benzyl)quinoline-6-carbonyl)azetidine-1-carboxylate), ClC1=C(C(=NC2=CC=C(C=C12)C(=O)C1CN(C1)C(=O)OC(C)(C)C)OC)CC1=CC=C(C=C1)C(F)(F)F (tert-butyl 3-(4-chloro-2-methoxy-3-(4-(trifluoromethyl)benzyl)quinoline-6-carbonyl)azetidine-1-carboxylate), C(C)[Mg]Br (ethylmagnesium bromide). Solvent: C1CCOC1 (THF). The product is C(C)(C)(C)OC(=O)N1CC(C1)C(CC)(O)C=1C=C2C(=C(C(=NC2=CC1)OC)CC1=CC=C(C=C1)C(F)(F)F)Cl (tert-Butyl-3-(1-(4-chloro-2-methoxy-3-(4-(trifluoromethyl)benzyl)quinolin-6-yl)-1-hydroxypropyl)azetidine-1-carboxylate). As a reaction SMILES: [Cl:1][C:2]1[C:11]2[C:6](=[CH:7][CH:8]=[C:9]([C:12]([CH:14]3[CH2:17][N:16]([C:18]([O:20][C:21]([CH3:24])([CH3:23])[CH3:22])=[O:19])[CH2:15]3)=[O:13])[CH:10]=2)[N:5]=[C:4]([O:25][CH3:26])[C:3]=1[CH2:27][C:28]1[CH:33]=[CH:32][C:31]([C:34]([F:37])([F:36])[F:35])=[CH:30][CH:29]=1.[CH2:38]([Mg]Br)[CH3:39]>C1COCC1>[C:21]([O:20][C:18]([N:16]1[CH2:17][CH:14]([C:12]([C:9]2[CH:10]=[C:11]3[C:6](=[CH:7][CH:8]=2)[N:5]=[C:4]([O:25][CH3:26])[C:3]([CH2:27][C:28]2[CH:33]=[CH:32][C:31]([C:34]([F:36])([F:35])[F:37])=[CH:30][CH:29]=2)=[C:2]3[Cl:1])([OH:13])[CH2:38][CH3:39])[CH2:15]1)=[O:19])([CH3:22])([CH3:24])[CH3:23]. Procedure: To a flask containing tert-butyl-3-(4-chloro-2-methoxy-3-(4-(trifluoromethyl)benzyl)quinoline-6-carbonyl)azetidine-1-carboxylate (250 mg, 0.47 mmol, Intermediate 13: step b) was added THF (8 mL) to give a homogeneous solution. The solution was cooled in an ice-water bath and ethylmagnesium bromide (3 M in Et2O, 0.3 mL, 0.9 mmol) was introduced. After 35 minutes the reaction mixture was quenched with aqueous NH4Cl solution and extracted with EtOAc, (4×30 mL). The combined organics were washed wit... The reactants are COCCOC, CC(=O)O, [K+], C=[N+]=[N-], NC(=O)NCN=O, [OH-], O, O=C(O)CCCCCCC1=C(C=Cc2ccccc2)C(O)CC1=NO. The product is COC(=O)CCCCCCC1=C(C=Cc2ccccc2)C(O)CC1=NO. Reaction SMILES: [CH2:43]([CH2:44][O:45][CH3:46])[O:47][CH3:48].[CH3:38][C:39](=[O:40])[OH:41].[K+:37].[N+:26](=[N-:27])=[CH2:28].[N:29]([CH2:30][NH:31][C:32]([NH2:33])=[O:34])=[O:35].[OH-:36].[OH2:42].[OH:1][CH:2]1[C:3]([CH:18]=[CH:19][c:20]2[cH:21][cH:22][cH:23][cH:24][cH:25]2)=[C:4]([CH2:9][CH2:10][CH2:11][CH2:12][CH2:13][CH2:14][C:15](=[O:16])[OH:17])[C:5](=[N:7][OH:8])[CH2:6]1>>[OH:1][CH:2]1[C:3]([CH:18]=[CH:19][c:20]2[cH:21][cH:22][cH:23][cH:24][cH:25]2)=[C:4]([CH2:9][CH2:10][CH2:11][CH2:12][CH2:13][CH2:14][C:15](=[O:16])[O:17][CH3:28])[C:5](=[N:7][OH:8])[CH2:6]1. Starting materials: C([O-])([O-])=O.[Mg+2] (magnesium carbonate), [Cr](=O)(=O)([O-])[O-].[Pb+2] (lead chromate), O (water), OP(=O)(O)O (H3PO4). The solvent is C(C)O (ethanol). Product: P(=O)([O-])([O-])[O-].[Mg+2].P(=O)([O-])([O-])[O-].[Mg+2].[Mg+2] (magnesium phosphate). As a reaction SMILES: C(=O)([O-])[O-].[Mg+2:5].O.[OH:7][P:8]([OH:11])([OH:10])=[O:9].[Cr]([O-])([O-])(=O)=O.[Pb+2]>C(O)C>[P:8]([O-:11])([O-:10])([O-:9])=[O:7].[Mg+2:5].[P:8]([O-:11])([O-:10])([O-:9])=[O:7].[Mg+2:5].[Mg+2:5] |f:0.1,4.5,7.8.9.10.11|. Reported procedure: A saturated solution of magnesium phosphate is prepared by mixing 75 gm of magnesium carbonate in 350 ml boiling water. 100 ml of 85% H3PO4 is then added. To one-half of the solution is added 48% HF to form the fluorophosphate complex. The two solutions are each slurried with lead chromate pigment after which ethanol is slowly added to each to cause formation of the sol which deposits on the particles. The encapsulated pigments are filtered and dried at 170°C for 2 hours without darkening and wh... The reactants are C(=O)(O)C=1C=C(C(C(=O)O)=CC1)N (4-carboxyanthranilic acid), C(=O)N (formamide). The product is C(=O)(O)C1=CC=C2C(NC=NC2=C1)=O (7-carboxyquinazolin-4-one). RXN SMILES: [C:1]([C:4]1[CH:5]=[C:6]([NH2:13])[C:7](=[CH:11][CH:12]=1)[C:8](O)=[O:9])([OH:3])=[O:2].[CH:14]([NH2:16])=O>>[C:1]([C:4]1[CH:5]=[C:6]2[C:7]([C:8](=[O:9])[NH:16][CH:14]=[N:13]2)=[CH:11][CH:12]=1)([OH:3])=[O:2]. Procedure: Using an analogous procedure to that described in the first paragraph of the portion of Example 1 which is concerned with the preparation of starting materials, 4-carboxyanthranilic acid (14.2 g) was reacted with formamide to give 7-carboxyquinazolin-4-one (8.5 g). A mixture of a portion (4 g) of the material so obtained, methanol (40 ml) and concentrated sulphuric acid (2 ml) was stirred and heated to reflux for 6 hours. The mixture was cooled to ambient temperature and the precipitate was isol...